Dataset: the Open Reaction Database (ORD), a public repository of structured organic reaction records. Task: describe an organic reaction: reactants, conditions, products, and yield Reactants: [BH3-]C#N, CCO, CCOC(=O)CCC(=O)c1c[nH]c2c(-c3noc(-c4ccc(OC(C)C)c(Cl)c4)n3)cccc12, ClCCl, O=C(O)C(F)(F)F, [Na+]. The product is CCOC(=O)CCCc1c[nH]c2c(-c3noc(-c4ccc(OC(C)C)c(Cl)c4)n3)cccc12. RXN SMILES: [C:42]([BH3-:43])#[N:44].[CH3:46][CH2:47][OH:48].[Cl:1][c:2]1[cH:3][c:4](-[c:12]2[n:13][c:14](-[c:17]3[cH:18][cH:19][cH:20][c:21]4[c:22]([C:26]([CH2:27][CH2:28][C:29](=[O:30])[O:31][CH2:32][CH3:33])=[O:34])[cH:23][nH:24][c:25]34)[n:15][o:16]2)[cH:5][cH:6][c:7]1[O:8][CH:9]([CH3:10])[CH3:11].[Cl:49][CH2:50][Cl:51].[F:35][C:36]([F:37])([F:38])[C:39]([OH:40])=[O:41].[Na+:45]>>[Cl:1][c:2]1[cH:3][c:4](-[c:12]2[n:13][c:14](-[c:17]3[cH:18][cH:19][cH:20][c:21]4[c:22]([CH2:26][CH2:27][CH2:28][C:29](=[O:30])[O:31][CH2:32][CH3:33])[cH:23][nH:24][c:25]34)[n:15][o:16]2)[cH:5][cH:6][c:7]1[O:8][CH:9]([CH3:10])[CH3:11]. Starting materials: NC=1SC=C(N1)/C(/C(=O)NC1[C@@H]2N(C(=C(CS2)\C=C\CC)C(=O)O)C1=O)=N/OC (7-[(Z)-2-(2-aminothiazol-4-yl)-2-methoxyiminoacetamido]-3-[(E)-1-butenyl]-3-cephem-4-carboxylic acid), C(=O)([O-])[O-].[K+].[K+] (K2CO3), C(C)(=O)OC(C)Br (1-bromoethyl acetate). Solvent: C(C)(=O)OCC (ethyl acetate), CN(C)C=O (DMF). Run at temperature 5 celsius, time 1 hour. The product is NC=1SC=C(N1)/C(/C(=O)NC1[C@@H]2N(C(=C(CS2)\C=C\CC)C(=O)OC(C)OC(C)=O)C1=O)=N/OC (1-Acetoxyethyl 7-[(Z)-2-(2-aminothiazol-4-yl)-2-methoxyiminoacetamido]-3-[(E)-1-butenyl]-3-cephem-4-carboxylate). The yield is 49.0%. RXN SMILES: [NH2:1][C:2]1[S:3][CH:4]=[C:5](/[C:7](=[N:27]/[O:28][CH3:29])/[C:8]([NH:10][CH:11]2[C:25](=[O:26])[N:13]3[C:14]([C:22]([OH:24])=[O:23])=[C:15](/[CH:18]=[CH:19]/[CH2:20][CH3:21])[CH2:16][S:17][C@H:12]23)=[O:9])[N:6]=1.C([O-])([O-])=O.[K+].[K+].[C:36]([O:39][CH:40](Br)[CH3:41])(=[O:38])[CH3:37]>CN(C=O)C.C(OCC)(=O)C>[NH2:1][C:2]1[S:3][CH:4]=[C:5](/[C:7](=[N:27]/[O:28][CH3:29])/[C:8]([NH:10][CH:11]2[C:25](=[O:26])[N:13]3[C:14]([C:22]([O:24][CH:40]([O:39][C:36](=[O:38])[CH3:37])[CH3:41])=[O:23])=[C:15](/[CH:18]=[CH:19]/[CH2:20][CH3:21])[CH2:16][S:17][C@H:12]23)=[O:9])[N:6]=1 |f:1.2.3|. Procedure: To a mixture of 7-[(Z)-2-(2-aminothiazol-4-yl)-2-methoxyiminoacetamido]-3-[(E)-1-butenyl]-3-cephem-4-carboxylic acid (130 mg, 0.3 mmole) and K2CO3 (55 mg, 0.4 mmole) in DMF (2.5 ml) was added at 5° C. 1-bromoethyl acetate (67 mg, 0.4 mmole). The mixture was stirred at 5° C. for 1 hour, diluted with ethyl acetate (25 ml), washed successively with water and an aqueous NaCl solution, dried over anhydrous MgSO4 and concentrated in vacuo. The residue was dissolved in chloroform and chromatographed on... Yields the product Cc1cccc(C(C)C)c1CCl. The reactants are ClCCl, Cc1cccc(C(C)C)c1CO, O=S(Cl)Cl. As a reaction SMILES: [CH2:17]([Cl:18])[Cl:19].[CH:1]([CH3:2])([CH3:3])[c:4]1[c:5]([CH2:6][OH:7])[c:8]([CH3:12])[cH:9][cH:10][cH:11]1.[S:13]([Cl:14])([Cl:15])=[O:16]>>[CH:1]([CH3:2])([CH3:3])[c:4]1[c:5]([CH2:6][Cl:15])[c:8]([CH3:12])[cH:9][cH:10][cH:11]1. The reactants are C(C=C)N(CCO)CCO (N-allyldiethanolamine), C([O-])([O-])=O.[Na+].[Na+] (sodium carbonate), crude product, N(CCO)CCO (diethanolamine), S(=O)(=O)(OCCOC)C1=CC=C(C)C=C1 (2-methoxyethyl tosylate). The product is COCCN(CCO)CCO (N-(2-Methoxyethyl)diethanolamine). Reaction SMILES: [CH2:1]([N:4]([CH2:8][CH2:9][OH:10])[CH2:5][CH2:6][OH:7])[CH:2]=C.N(CCO)C[CH2:13][OH:14].S(C1C=CC(C)=CC=1)(OCCOC)(=O)=O.C(=O)([O-])[O-].[Na+].[Na+]>>[CH3:13][O:14][CH2:2][CH2:1][N:4]([CH2:8][CH2:9][OH:10])[CH2:5][CH2:6][OH:7] |f:3.4.5|. Procedure details: The above named compound was prepared by the procedure described in Example 1 for N-allyldiethanolamine, using 0.5 mol of diethanolamine, 0.55 mol of 2-methoxyethyl tosylate and 29.15 g of sodium carbonate. After workup the crude product was fractionally distilled and the fraction boiling from 90°-110° at 0.1 mm was collected. N-(2-Methoxyethyl)diethanolamine, i.e.,